From a dataset of the Open Reaction Database (ORD), a public repository of structured organic reaction records. describe an organic reaction: reactants, conditions, products, and yield The product is C=CCC1CC(c2cccc(Cl)c2)C(c2ccc(Cl)cc2)N(C(C(=O)OC(C)(C)C)C2CC2)C1=O. Reactants: C=CCBr, C1CCOC1, C[Si](C)(C)[N-][Si](C)(C)C, CC(C)(C)OC(=O)C(C1CC1)N1C(=O)CCC(c2cccc(Cl)c2)C1c1ccc(Cl)cc1, [Li+]. RXN SMILES: [CH2:43]([CH:44]=[CH2:45])[Br:46].[CH2:47]1[O:48][CH2:49][CH2:50][CH2:51]1.[CH3:1][Si:2]([N-:3][Si:4]([CH3:5])([CH3:6])[CH3:7])([CH3:8])[CH3:9].[Cl:11][c:12]1[cH:13][c:14]([CH:18]2[CH:19]([c:36]3[cH:37][cH:38][c:39]([Cl:42])[cH:40][cH:41]3)[N:20]([CH:25]([C:26](=[O:27])[O:28][C:29]([CH3:30])([CH3:31])[CH3:32])[CH:33]3[CH2:34][CH2:35]3)[C:21](=[O:24])[CH2:22][CH2:23]2)[cH:15][cH:16][cH:17]1.[Li+:10]>>[Cl:11][c:12]1[cH:13][c:14]([CH:18]2[CH:19]([c:36]3[cH:37][cH:38][c:39]([Cl:42])[cH:40][cH:41]3)[N:20]([CH:25]([C:26](=[O:27])[O:28][C:29]([CH3:30])([CH3:31])[CH3:32])[CH:33]3[CH2:34][CH2:35]3)[C:21](=[O:24])[CH:22]([CH2:45][CH:44]=[CH2:43])[CH2:23]2)[cH:15][cH:16][cH:17]1.